From a dataset of the Open Reaction Database (ORD), a public repository of structured organic reaction records. describe an organic reaction: reactants, conditions, products, and yield Reactants: OC[C@]12[C@@H](CC(CC1=CC[C@H]1[C@@H]3CCC([C@@]3(C)CC[C@H]21)=O)=O)C (19-hydroxy-1β-methyl-5-androstene-3,17-dione), [H-].C(C)(C)(C)O[Al](OC(C)(C)C)OC(C)(C)C.[Li+] (lithium tri-t-butoxyaluminum hydride), C(=O)([O-])C(O)C(O)C(=O)[O-].[Na+].[K+] (potassium sodium tartrate). The solvent is O1CCCC1 (tetrahydrofuran), O1CCCC1 (tetrahydrofuran). Reaction conditions: time 18 hour. Product: C[C@@H]1C[C@@H](CC2=CC[C@H]3[C@@H]4CC[C@@H]([C@@]4(C)CC[C@@H]3[C@@]12CO)O)O (1β-methyl-5-androstene-3β,17β,19-triol). RXN SMILES: [OH:1][CH2:2][C@@:3]12[C@@H:20]3[C@H:11]([C@H:12]4[C@@:16]([CH2:18][CH2:19]3)([CH3:17])[C:15](=[O:21])[CH2:14][CH2:13]4)[CH2:10][CH:9]=[C:8]1[CH2:7][C:6](=[O:22])[CH2:5][C@H:4]2[CH3:23].[H-].C(O[Al](OC(C)(C)C)OC(C)(C)C)(C)(C)C.[Li+].C(C(C(C([O-])=O)O)O)([O-])=O.[Na+].[K+]>O1CCCC1>[CH3:23][C@H:4]1[C@@:3]2([CH2:2][OH:1])[C:8](=[CH:9][CH2:10][C@@H:11]3[C@@H:20]2[CH2:19][CH2:18][C@@:16]2([CH3:17])[C@H:12]3[CH2:13][CH2:14][C@@H:15]2[OH:21])[CH2:7][C@@H:6]([OH:22])[CH2:5]1 |f:1.2.3,4.5.6|. Reported procedure: A tetrahydrofuran solution of 19-hydroxy-1β-methyl-5-androstene-3,17-dione is added under nitrogen to a solution of lithium tri-t-butoxyaluminum hydride in tetrahydrofuran. After stirring at room temperature for about 18 hours, an aqueous solution of potassium sodium tartrate is added with stirring to form a readily filterable white solid. The reaction mixture is filtered, the filtrate dried over magnesium sulfate, and the solvent removed. The residue which remains is crystallized from an aceton...